From a dataset of the Open Reaction Database (ORD), a public repository of structured organic reaction records. describe an organic reaction: reactants, conditions, products, and yield The reactants are C(C)(C)(C)C1=C(C(=CC(=C1)C)C(C)(C)C)O (2,6-di-tert-butyl-4-methylphenol), CN(C)CCCN1CN(CN(C1)CCCN(C)C)CCCN(C)C (Desmorapid), CSC=1C=C(C=CC1)N=C=O (3-(methylthio)phenyl isocyanate), C(C=C)(=O)OCCO (2-hydroxyethyl acrylate), [N-]=C=O (isocyanate). Conditions: temperature 60 celsius. Product: C(C=C)(=O)OCCOC(NC1=CC(=CC=C1)SC)=O (2-({[3-(methylsulphanyl)phenyl]carbamoyl}oxy)ethyl prop-2-enoate). As a reaction SMILES: C(C1C=C(C)C=C(C(C)(C)C)C=1O)(C)(C)C.CN(CCCN1CN(CCCN(C)C)CN(CCCN(C)C)C1)C.[CH3:41][S:42][C:43]1[CH:44]=[C:45]([N:49]=[C:50]=[O:51])[CH:46]=[CH:47][CH:48]=1.[C:52]([O:56][CH2:57][CH2:58][OH:59])(=[O:55])[CH:53]=[CH2:54].[N-]=C=O>>[C:52]([O:56][CH2:57][CH2:58][O:59][C:50](=[O:51])[NH:49][C:45]1[CH:46]=[CH:47][CH:48]=[C:43]([S:42][CH3:41])[CH:44]=1)(=[O:55])[CH:53]=[CH2:54]. Procedure: 0.02 g of 2,6-di-tert-butyl-4-methylphenol, 0.01 g of Desmorapid® Z, 11.7 g of 3-(methylthio)phenyl isocyanate were initially introduced and initially introduced into a 100 ml round-bottomed flask and heated to 60° C. Thereafter, 8.2 g of 2-hydroxyethyl acrylate were added dropwise and the mixture was further kept at 60° C. until the isocyanate content had fallen below 0.1%. Cooling was then effected. The product was obtained as a light yellow liquid. nD20:1.626.